This data is from the Open Reaction Database (ORD), a public repository of structured organic reaction records. The task is: describe an organic reaction: reactants, conditions, products, and yield The reactants are CN(C1=CC=C(CNC(NCCCC(=O)NO)=O)C=C1)C (4-[3-(4-Dimethylamino-benzyl)-ureido]-N-hydroxy-butyramide), NCC(O)C1=CC=CC=C1 (2-amino-1-phenyl-ethanol). The product is ONC(CCCNC(=O)NCC(C1=CC=CC=C1)O)=O (N-hydroxy-4-[3-(2-hydroxy-2-phenyl-ethyl)-ureido]-butyramide). RXN SMILES: CN(C)C1C=CC(CN[C:9](=[O:18])[NH:10][CH2:11][CH2:12][CH2:13][C:14]([NH:16][OH:17])=[O:15])=CC=1.[NH2:22][CH2:23][CH:24]([C:26]1[CH:31]=[CH:30][CH:29]=[CH:28][CH:27]=1)[OH:25]>>[OH:17][NH:16][C:14](=[O:15])[CH2:13][CH2:12][CH2:11][NH:10][C:9]([NH:22][CH2:23][CH:24]([OH:25])[C:26]1[CH:31]=[CH:30][CH:29]=[CH:28][CH:27]=1)=[O:18]. Procedure: Compound 15 was prepared using the methodology described for the preparation of compound 2, by substituting 4-dimethylaminobenzylamine dihydrochloride with 2-amino-1-phenyl-ethanol. 1H NMR (CD3OD) δ 7.42-7.24 (m, 5H), 4.73 (dd, J=7.8, 4.2 Hz, 1H), 3.43 (dd, J=13.8, 4.2 Hz, 1H), 3.26 (dd, J=13.8, 7.8 Hz, 1H), 3.14 (t, J=6.9 Hz, 2H), 2.12 (t, J=7.2 Hz, 2H), 1.76 (m, 2H). 13C NMR (CD3OD) δ 172.7, 161.5, 144.2, 129.5, 128.7, 127.3, 74.6, 48.1, 39.4, 30.6, 27.0. Product: Cc1cc(CC(=O)OC(C)(C)C)cc(O)c1N. RXN SMILES: [CH3:20][CH2:21][OH:22].[OH:1][c:2]1[cH:3][c:4]([CH2:12][C:13](=[O:14])[O:15][C:16]([CH3:17])([CH3:18])[CH3:19])[cH:5][c:6]([CH3:11])[c:7]1[N+:8]([O-:9])=[O:10]>>[OH:1][c:2]1[cH:3][c:4]([CH2:12][C:13](=[O:14])[O:15][C:16]([CH3:17])([CH3:18])[CH3:19])[cH:5][c:6]([CH3:11])[c:7]1[NH2:8]. Starting materials: CCO, Cc1cc(CC(=O)OC(C)(C)C)cc(O)c1[N+](=O)[O-]. As a reaction SMILES: [O:1]=[C:2]1[C:7]2[S:8][CH:9]=[C:10]([C:11]([OH:13])=O)[C:6]=2[CH2:5][CH2:4][CH2:3]1.[CH:14]1[C:19]([CH2:20][CH:21]([NH2:25])[C:22]([OH:24])=[O:23])=[CH:18][CH:17]=[C:16]([F:26])[CH:15]=1>>[F:26][C:16]1[CH:15]=[CH:14][C:19]([CH2:20][CH:21]([NH:25][C:11]([C:10]2[C:6]3[CH2:5][CH2:4][CH2:3][C:2](=[O:1])[C:7]=3[S:8][CH:9]=2)=[O:13])[C:22]([OH:24])=[O:23])=[CH:18][CH:17]=1. Procedure: From 7-oxo-4,5,6,7-tetrahydrobenzo[b]thiophene-3-carboxylic acid (the compound of Preparation Example 4) (105 mg) and DL-4-fluorophenylalanine, the title compound (190 mg) was obtained as a viscous yellow oily substance, in the same way as Preparation Example 116. Reactants: O=C1CCCC2=C1SC=C2C(=O)O (7-oxo-4,5,6,7-tetrahydrobenzo[b]thiophene-3-carboxylic acid), C1=CC(=CC=C1CC(C(=O)O)N)F (DL-4-fluorophenylalanine). Product: FC1=CC=C(C=C1)CC(C(=O)O)NC(=O)C=1C2=C(SC1)C(CCC2)=O (3-(4-Fluorophenyl)-2-[(7-oxo-4,5,6,7-tetrahydrobenzo[b]thiophene-3-carbonyl)amino]propionic acid). Reactants: [BH4-].[Na+] (sodium borohydride), FC1=CC=C(C=C1)C(C(C(=O)OCC)CC1=CC=C(C=C1)OC1=CC=CC=C1)=O (ethyl 3-(4-fluorophenyl)-3-oxo-2-((4-(phenyloxy)phenyl)methyl)propionate), Cl (Hydrochloric acid). Reagents/catalysts: [Cl-].[Zn+2].[Cl-] (zinc chloride). Run in C(C)OCC (diethyl ether), C(C)OCC (diethyl ether). Run at time 30 minute. Product: FC1=CC=C(C=C1)C(C(C(=O)OCC)CC1=CC=C(C=C1)OC1=CC=CC=C1)O (ethyl (2RS,3RS)-3-(4-fluorophenyl)-3-hydroxy-2-((4-(phenyloxy)phenyl)methyl)propionate). Isolated yield 85.3%. Reaction SMILES: [BH4-].[Na+].[F:3][C:4]1[CH:9]=[CH:8][C:7]([C:10](=[O:31])[CH:11]([CH2:17][C:18]2[CH:23]=[CH:22][C:21]([O:24][C:25]3[CH:30]=[CH:29][CH:28]=[CH:27][CH:26]=3)=[CH:20][CH:19]=2)[C:12]([O:14][CH2:15][CH3:16])=[O:13])=[CH:6][CH:5]=1.Cl>C(OCC)C.[Cl-].[Zn+2].[Cl-]>[F:3][C:4]1[CH:5]=[CH:6][C:7]([CH:10]([OH:31])[CH:11]([CH2:17][C:18]2[CH:19]=[CH:20][C:21]([O:24][C:25]3[CH:30]=[CH:29][CH:28]=[CH:27][CH:26]=3)=[CH:22][CH:23]=2)[C:12]([O:14][CH2:15][CH3:16])=[O:13])=[CH:8][CH:9]=1 |f:0.1,5.6.7|. Procedure details: To a solution of zinc chloride (5.39 g, 39.6 mmol) in diethyl ether (100 ml) was added sodium borohydride (3.00 g, 79.1 mmol) and the mixture was stirred at room temperature for 30 min. The insoluble material was filtered off. To the filtrate was added a solution of ethyl 3-(4-fluorophenyl)-3-oxo-2-((4-(phenyloxy)phenyl)methyl)propionate (7.76 g, 19.8 mmol) in diethyl ether (50 ml) and the mixture was stirred at room temperature for 30 min. 1N Hydrochloric acid was added to the reaction solution... Reactants: C(C)OC(CC(=O)CC1=C(C=CC=C1)[N+](=O)[O-])=O (ethyl-γ-2-nitrophenylacetoacetate). Reagents/catalysts: [Pd] (Pd/C). Solvent: C(C)(=O)O (acetic acid). Product: C(C)OC(CC=1NC2=CC=CC=C2C1)=O (Ethyl-2-indolylacetate). Reaction SMILES: [CH2:1]([O:3][C:4](=[O:18])[CH2:5][C:6]([CH2:8][C:9]1[CH:14]=[CH:13][CH:12]=[CH:11][C:10]=1[N+:15]([O-])=O)=O)[CH3:2]>[Pd].C(O)(=O)C>[CH2:1]([O:3][C:4](=[O:18])[CH2:5][C:6]1[NH:15][C:10]2[C:9]([CH:8]=1)=[CH:14][CH:13]=[CH:12][CH:11]=2)[CH3:2]. Procedure details: A sample of 12.0 gm (0.048M) of ethyl-γ-2-nitrophenylacetoacetate was dissolved in 200 cc. glacial acetic acid. Approximately 21/2 spatulas of 5% Pd/C was added to the solution and the compound was reduced on the Parr hydrogenator. Ethyl-2-indolylacetate was obtained as a dark orangy oily liquid after removal of catalyst and solvent. Starting materials: O=C([O-])[O-], CC1(C)OB(c2ccccc2O)OC1(C)C, O=[N+]([O-])c1ccc(F)cc1, [K+], [K+], CN(C)C=O. Yields the product CC1(C)OB(c2ccccc2Oc2ccc([N+](=O)[O-])cc2)OC1(C)C. As a reaction SMILES: [C:17](=[O:18])([O-:19])[O-:20].[CH3:1][C:2]1([CH3:16])[O:3][B:4]([c:9]2[c:10]([OH:15])[cH:11][cH:12][cH:13][cH:14]2)[O:5][C:6]1([CH3:7])[CH3:8].[F:23][c:24]1[cH:25][cH:26][c:27]([N+:30](=[O:31])[O-:32])[cH:28][cH:29]1.[K+:21].[K+:22].[O:33]=[CH:34][N:35]([CH3:36])[CH3:37]>>[CH3:1][C:2]1([CH3:16])[O:3][B:4]([c:9]2[c:10]([O:15][c:24]3[cH:25][cH:26][c:27]([N+:30](=[O:31])[O-:32])[cH:28][cH:29]3)[cH:11][cH:12][cH:13][cH:14]2)[O:5][C:6]1([CH3:7])[CH3:8]. Starting materials: CCCCCCCCCCCCCCCCCCN, CO, CCO, O=[N+]([O-])c1ccccc1CCl. Product: NCCCCCCCCCCCCCCCCCCCc1ccccc1[N+](=O)[O-]. As a reaction SMILES: [CH2:1]([CH2:2][CH2:3][CH2:4][CH2:5][CH2:6][CH2:7][CH2:8][CH2:9][CH2:10][CH2:11][CH2:12][CH2:13][CH2:14][CH2:15][CH2:16][CH2:17][CH3:18])[NH2:19].[CH3:31][OH:32].[CH3:33][CH2:34][OH:35].[N+:20](=[O:21])([O-:22])[c:23]1[c:24]([CH2:25][Cl:26])[cH:27][cH:28][cH:29][cH:30]1>>[CH2:1]([CH2:2][CH2:3][CH2:4][CH2:5][CH2:6][CH2:7][CH2:8][CH2:9][CH2:10][CH2:11][CH2:12][CH2:13][CH2:14][CH2:15][CH2:16][CH2:17][CH2:18][CH2:25][c:24]1[c:23]([N+:20](=[O:21])[O-:22])[cH:30][cH:29][cH:28][cH:27]1)[NH2:19]. The reactants are CC=1C=C(N)C=C(C1)B1OC(C(O1)(C)C)(C)C (3-methyl-5-(4,4,5,5-tetramethyl-1,3,2-dioxaborolan-2-yl)aniline), BrC1=CN=C(S1)C1(CCC1)O (1-(5-bromo-1,3-thiazol-2-yl)cyclobutanol), C([O-])([O-])=O.[Na+].[Na+] (sodium carbonate). The reagents and catalysts are C1=CC=C(C=C1)P([C-]2C=CC=C2)C3=CC=CC=C3.C1=CC=C(C=C1)P([C-]2C=CC=C2)C3=CC=CC=C3.Cl[Pd]Cl.[Fe+2] (PdCl2(dppf)). The solvent is 2-methyl THF. Run at time 5 minute. The product is NC=1C=C(C=C(C1)C)C1=CN=C(S1)C1(CCC1)O (1-[5-(3-amino-5-methylphenyl)-1,3-thiazol-2-yl]cyclobutanol). Isolated yield 92.1%. Reaction SMILES: C(=O)([O-])[O-].[Na+].[Na+].[CH3:7][C:8]1[CH:9]=[C:10]([CH:12]=[C:13](B2OC(C)(C)C(C)(C)O2)[CH:14]=1)[NH2:11].Br[C:25]1[S:29][C:28]([C:30]2([OH:34])[CH2:33][CH2:32][CH2:31]2)=[N:27][CH:26]=1>C1C=CC(P(C2C=CC=CC=2)[C-]2C=CC=C2)=CC=1.C1C=CC(P(C2C=CC=CC=2)[C-]2C=CC=C2)=CC=1.Cl[Pd]Cl.[Fe+2]>[NH2:11][C:10]1[CH:12]=[C:13]([C:25]2[S:29][C:28]([C:30]3([OH:34])[CH2:33][CH2:32][CH2:31]3)=[N:27][CH:26]=2)[CH:14]=[C:8]([CH3:7])[CH:9]=1 |f:0.1.2,5.6.7.8|. Procedure details: To 500 mL three-necked round bottom flask were added 2-methyl THF (720 mL) and an aqueous solution of sodium carbonate (2 M, 367 mL, 734 mmol). The solution was degassed for 30 min. The product of Step 1 (90 g, 367 mmol), Intermediate 1 (86 g, 367 mmol) and PdCl2(dppf) (8.05 g, 11 mmol) were added to the degassed solution under N2(g). The resulting mixture was stirred for 5 min at room temperature and was then heated to 80° C. After ca. 9 hours, the heating mantle was removed and the reaction wa... Reactants: Brc1ccc(I)cc1, CCO, COCCOC, [Na+], [Na+], O=C([O-])[O-], O, c1ccc(P(c2ccccc2)(c2ccccc2)[Pd](P(c2ccccc2)(c2ccccc2)c2ccccc2)(P(c2ccccc2)(c2ccccc2)c2ccccc2)P(c2ccccc2)(c2ccccc2)c2ccccc2)cc1, OB(O)c1cccnc1. Yields the product Brc1ccc(-c2cccnc2)cc1. As a reaction SMILES: [Br:10][c:11]1[cH:12][cH:13][c:14]([I:17])[cH:15][cH:16]1.[CH3:102][CH2:103][OH:104].[CH3:105][O:106][CH2:107][CH2:108][O:109][CH3:110].[Na+:18].[Na+:19].[O-:20][C:21](=[O:22])[O-:23].[OH2:101].[cH:24]1[cH:25][cH:26][c:27]([P:28]([Pd:29]([P:30]([c:31]2[cH:32][cH:33][cH:34][cH:35][cH:36]2)([c:37]2[cH:38][cH:39][cH:40][cH:41][cH:42]2)[c:43]2[cH:44][cH:45][cH:46][cH:47][cH:48]2)([P:49]([c:50]2[cH:51][cH:52][cH:53][cH:54][cH:55]2)([c:56]2[cH:57][cH:58][cH:59][cH:60][cH:61]2)[c:62]2[cH:63][cH:64][cH:65][cH:66][cH:67]2)[P:68]([c:69]2[cH:70][cH:71][cH:72][cH:73][cH:74]2)([c:75]2[cH:76][cH:77][cH:78][cH:79][cH:80]2)[c:81]2[cH:82][cH:83][cH:84][cH:85][cH:86]2)([c:87]2[cH:88][cH:89][cH:90][cH:91][cH:92]2)[c:93]2[cH:94][cH:95][cH:96][cH:97][cH:98]2)[cH:99][cH:100]1.[n:1]1[cH:2][c:3]([B:7]([OH:8])[OH:9])[cH:4][cH:5][cH:6]1>>[n:1]1[cH:2][c:3](-[c:14]2[cH:13][cH:12][c:11]([Br:10])[cH:16][cH:15]2)[cH:4][cH:5][cH:6]1.